describe an organic reaction: reactants, conditions, products, and yield From a dataset of the Open Reaction Database (ORD), a public repository of structured organic reaction records. Reactants: C=O (formaldehyde), C(C)OC(=O)N1N=C(C2=CC=C(C=C12)Cl)N(C)C (3-dimethylamino-6-chloroindazole-1-carboxylic acid ethyl ester). Solvent: C(=O)O (formic acid). Product: C(C)OC(=O)N1N=C(C2=CC=C(C=C12)Cl)N (3-amino-6-chloroindazole-1-carboxylic acid ethyl ester). RXN SMILES: C=O.[CH2:3]([O:5][C:6]([N:8]1[C:16]2[C:11](=[CH:12][CH:13]=[C:14]([Cl:17])[CH:15]=2)[C:10]([N:18](C)C)=[N:9]1)=[O:7])[CH3:4]>C(O)=O>[CH2:3]([O:5][C:6]([N:8]1[C:16]2[C:11](=[CH:12][CH:13]=[C:14]([Cl:17])[CH:15]=2)[C:10]([NH2:18])=[N:9]1)=[O:7])[CH3:4]. Procedure details: Analogously to Example 49, 0.1 mol of 3-amino-6-chloroindazole-1-carboxylic acid ethyl ester and 0.25 mol of 40% strength formaldehyde solution in 150 ml of formic acid give 3-dimethylamino-6-chloroindazole-1-carboxylic acid ethyl ester (melting point: 98°-100° C; 69% of theory) in 5 hours at 100° C. Reactants: N(=NC(=O)OC(C)C)C(=O)OC(C)C (Diisopropyl azodicarboxylate), C(C1=CC=CC=C1)N1C(COCC(C1)CO)C ((4-benzyl-3-methyl-1,4-oxazepan-6-yl)methanol), FC1=C(C=C(C=C1)O)C (4-fluoro-3-methylphenol), polystyrene. Run in ClCCl (dichloromethane). Reaction conditions: time 20 hour. Yields the product C(C1=CC=CC=C1)N1C(COCC(C1)COC1=CC(=C(C=C1)F)C)C (4-benzyl-6-[(4-fluoro-3-methylphenoxy)methyl]-3-methyl-1,4-oxazepane). RXN SMILES: N(C(OC(C)C)=O)=NC(OC(C)C)=O.[CH2:15]([N:22]1[CH2:28][CH:27]([CH2:29][OH:30])[CH2:26][O:25][CH2:24][CH:23]1[CH3:31])[C:16]1[CH:21]=[CH:20][CH:19]=[CH:18][CH:17]=1.[F:32][C:33]1[CH:38]=[CH:37][C:36](O)=[CH:35][C:34]=1[CH3:40]>ClCCl>[CH2:15]([N:22]1[CH2:28][CH:27]([CH2:29][O:30][C:36]2[CH:37]=[CH:38][C:33]([F:32])=[C:34]([CH3:40])[CH:35]=2)[CH2:26][O:25][CH2:24][CH:23]1[CH3:31])[C:16]1[CH:17]=[CH:18][CH:19]=[CH:20][CH:21]=1. Procedure details: Diisopropyl azodicarboxylate (40 uL, 0.20 mmol, 1.2 equiv) was added to a suspension of (4-benzyl-3-methyl-1,4-oxazepan-6-yl)methanol (4-5, 40 mg, 0.17 mmol, 1 equiv), 4-fluoro-3-methylphenol (26 mg, 0.20 mmol, 1.2 equiv), and polystyrene-supported triphenylphosphine resin (250 mg, 0.51 mmol, 3.0 equiv) in anhydrous dichloromethane (30 mL) at 23° C. The mixture was stirred for 20 h, then filtered. The filtrate was concentrated and the residue was purified by flash column chromatography (20% EtOA... The reactants are C(C)(C)(C)OC(NCC(CNC)(C)C)=O ((2,2-Dimethyl-3-methylamino-propyl)-carbamic acid tert-butyl ester), CCN(C(C)C)C(C)C (DIEA), C(=O)(OCC1=CC=CC=C1)ON1C(=O)CCC1=O (Cbz-OSu). Solvent: C(Cl)(Cl)Cl (CHCl3), C(Cl)(Cl)Cl (CHCl3). Conditions: time 2 hour. The product is C(C1=CC=CC=C1)OC(N(C)CC(CNC(=O)OC(C)(C)C)(C)C)=O ((3-tert-Butoxycarbonylamino-2,2-dimethyl-propyl)-methyl-carbamic acid benzyl ester). Reaction SMILES: [C:1]([O:5][C:6](=[O:15])[NH:7][CH2:8][C:9]([CH3:14])([CH3:13])[CH2:10][NH:11][CH3:12])([CH3:4])([CH3:3])[CH3:2].CCN(C(C)C)C(C)C.[C:25]([O:35]N1C(=O)CCC1=O)([O:27][CH2:28][C:29]1[CH:34]=[CH:33][CH:32]=[CH:31][CH:30]=1)=O>C(Cl)(Cl)Cl>[CH2:28]([O:27][C:25](=[O:35])[N:11]([CH2:10][C:9]([CH3:14])([CH3:13])[CH2:8][NH:7][C:6]([O:5][C:1]([CH3:4])([CH3:3])[CH3:2])=[O:15])[CH3:12])[C:29]1[CH:30]=[CH:31][CH:32]=[CH:33][CH:34]=1. Procedure details: To a solution of (2,2-Dimethyl-3-methylamino-propyl)-carbamic acid tert-butyl ester (compound PP) (1.05 g, 4.85 mmol) in CHCl3 (10 mL) at ambient temperature was added DIEA (0.84 mL, 4.85 mmol) followed by Cbz-OSu (1.21 g. 4.85 mmol), and the reaction mixture was stirred for 2 h. The reaction mixture then was diluted with CHCl3 (100 mL), and washed with water (2×50 mL) and brine (50 mL). The organic layer was separated and dried over Na2SO4. The removal of the solvents in vacuo yielded crude com... Starting materials: NC1=C2C(C(=CN(C2=C(C(=C1Cl)F)OC)C1CC1)C(=O)OCC)=O (ethyl 5-amino-6-chloro-1-cyclopropyl-7-fluoro-1,4-dihydro-8-methoxy-4-oxoquinoline-3-carboxylate), [OH-].[Na+] (NaOH), ice water, Cl (HCl). The solvent is CCO (EtOH). Reaction conditions: temperature 50 celsius, time 1 hour. Product: NC1=C2C(C(=CN(C2=C(C(=C1Cl)F)OC)C1CC1)C(=O)O)=O (5-amino-6-chloro-1-cyclopropyl-7-fluoro-1,4-dihydro-8-methoxy-4-oxoquinoline-3-carboxylic acid). The yield is 93.9%. As a reaction SMILES: [NH2:1][C:2]1[C:11]([Cl:12])=[C:10]([F:13])[C:9]([O:14][CH3:15])=[C:8]2[C:3]=1[C:4](=[O:24])[C:5]([C:19]([O:21]CC)=[O:20])=[CH:6][N:7]2[CH:16]1[CH2:18][CH2:17]1.[OH-].[Na+].Cl>CCO>[NH2:1][C:2]1[C:11]([Cl:12])=[C:10]([F:13])[C:9]([O:14][CH3:15])=[C:8]2[C:3]=1[C:4](=[O:24])[C:5]([C:19]([OH:21])=[O:20])=[CH:6][N:7]2[CH:16]1[CH2:17][CH2:18]1 |f:1.2|. Procedure: A mixture of ethyl 5-amino-6-chloro-1-cyclopropyl-7-fluoro-1,4-dihydro-8-methoxy-4-oxoquinoline-3-carboxylate (236 mg, 0.665 mmol) and 1M aq. NaOH (1.06 mL, 1.06 mmol) in EtOH (3 mL) was stirred at 50° C. for 1 h. To the reaction mixture, ice-water and 2M HCl was added to pH<3 and the resulting precipitate was collected by filtration in vacuo, washed with water and dried to yield 5-amino-6-chloro-1-cyclopropyl-7-fluoro-1,4-dihydro-8-methoxy-4-oxoquinoline-3-carboxylic acid (204 mg, 94%) as a pal...